Task: describe an organic reaction: reactants, conditions, products, and yield. Dataset: the Open Reaction Database (ORD), a public repository of structured organic reaction records Reactants: C(C)(C)(C)OC(NC1=C(C=C(C(=C1)N1CCOCC1)C(F)(F)F)NC(CC(C1=CC(=CC=C1)N1N=NC=C1COC1OCCCC1)=O)=O)=O ((RS)-[5-morpholin-4-yl-2-(3-oxo-3-{3-[5-(tetrahydro-pyran-2-yloxymethyl)-[1,2,3]triazol-1-yl]-phenyl}-propionylamino)-4-trifluoromethyl-phenyl]-carbamic acid tert.-butyl ester), C(=O)(C(F)(F)F)O (TFA). The solvent is C(Cl)Cl (CH2Cl2). Yields the product OCC1=CN=NN1C=1C=C(C=CC1)C1=NC2=C(NC(C1)=O)C=C(C(=C2)N2CCOCC2)C(F)(F)F (4-[3-(5-Hydroxymethyl-[1,2,3]triazol-1-yl)-phenyl]-7-morpholin-4-yl-8-trifluoromethyl-1,3-dihydro-benzo[b][1,4]diazepin-2-one), solid. RXN SMILES: C(OC(=O)[NH:7][C:8]1[CH:13]=[C:12]([N:14]2[CH2:19][CH2:18][O:17][CH2:16][CH2:15]2)[C:11]([C:20]([F:23])([F:22])[F:21])=[CH:10][C:9]=1[NH:24][C:25](=[O:48])[CH2:26][C:27](=O)[C:28]1[CH:33]=[CH:32][CH:31]=[C:30]([N:34]2[C:38]([CH2:39][O:40]C3CCCCO3)=[CH:37][N:36]=[N:35]2)[CH:29]=1)(C)(C)C.C(O)(C(F)(F)F)=O>C(Cl)Cl>[OH:40][CH2:39][C:38]1[N:34]([C:30]2[CH:29]=[C:28]([C:27]3[CH2:26][C:25](=[O:48])[NH:24][C:9]4[CH:10]=[C:11]([C:20]([F:22])([F:21])[F:23])[C:12]([N:14]5[CH2:15][CH2:16][O:17][CH2:18][CH2:19]5)=[CH:13][C:8]=4[N:7]=3)[CH:33]=[CH:32][CH:31]=2)[N:35]=[N:36][CH:37]=1. Procedure: The title compound was prepared from (RS)-[5-morpholin-4-yl-2-(3-oxo-3-{3-[5-(tetrahydro-pyran-2-yloxymethyl)-[1,2,3]triazol-1-yl]-phenyl}-propionylamino)-4-trifluoromethyl-phenyl]-carbamic acid tert.-butyl ester (Example M1) by treatment with TFA in CH2Cl2 according to the general procedure N. Obtained as an off-white solid (51 mg). Reactants: N(=NC(=O)OC(C)C)C(=O)OC(C)C (diisopropyl azodicarboxylate), CC(N)(CNC(=O)C[C@H]1CC[C@@]2(OO[C@@]3(O2)C4CC5CC3CC(C4)C5)CC1)C (OZ277), C1(=CC=CC=C1)P(C1=CC=CC=C1)C1=CC=CC=C1 (triphenylphosphine), C[Si](C)(C)N=[N+]=[N-] (trimethylsilyl azide). Solvent: C1CCOC1 (THF), O (water). Reaction conditions: time 72 hour. Product: CC(N)(CNC(=O)C[C@H]1CC[C@]2(OOC3(O2)C4CC5CC3CC(C4)C5)CC1)C (trioxolane). Reaction SMILES: [CH3:1][C:2]([CH3:28])([CH2:4][NH:5][C:6]([CH2:8][C@@H:9]1[CH2:27][CH2:26][C@@:12]2([O:16][C@:15]3([CH:21]4[CH2:22][CH:23]5[CH2:25][CH:19]([CH2:20]4)[CH2:18][CH:17]3[CH2:24]5)[O:14][O:13]2)[CH2:11][CH2:10]1)=[O:7])[NH2:3].C1(P(C2C=CC=CC=2)C2C=CC=CC=2)C=CC=CC=1.C[Si](N=[N+]=[N-])(C)C.N(C(OC(C)C)=O)=NC(OC(C)C)=O>C1COCC1.O>[CH3:1][C:2]([CH3:28])([CH2:4][NH:5][C:6]([CH2:8][C@@H:9]1[CH2:27][CH2:26][C@:12]2([O:16][C:15]3([CH:21]4[CH2:20][CH:19]5[CH2:25][CH:23]([CH2:22]4)[CH2:24][CH:17]3[CH2:18]5)[O:14][O:13]2)[CH2:11][CH2:10]1)=[O:7])[NH2:3]. Procedure details: To a mixture of OZ277 free base (0.46 g, 1.17 mmol), triphenylphosphine (0.77 g, 2.94 mmol), and trimethylsilyl azide (0.34 g, 2.95 mmol) in THF (20 ml) at 0° C. under N2 was added dropwise diisopropyl azodicarboxylate (0.71 g, 3.51 mmol). The mixture was slowly warmed to rt and stirred for 72 h. The reaction mixture was diluted with water (50 ml) and extracted with EtOAc (2×50 ml). The combined extracts were washed with saturated aqueous NaHCO3 (2×50 ml) and brine (50 ml), dried over MgSO4, fil... The reactants are C(=O)(O)[C@H](CC1=CC=C(C=C1)C1=CC(=CC(=C1)Cl)Cl)N[C@H](C(=O)O)CC(C)C ((S,S)-2-[1-Carboxy-2-(3′,5′-dichloro-biphenyl-4-yl)-ethylamino]-4-methyl-pentanoic acid), C(=O)(O)[C@H](CC1=CC(=CC=C1)C1=CC=CC2=CC=CC=C12)N[C@H](C(=O)O)CC(C)C ((S,S)-2-[1-Carboxy-2-(3-naphthalen-1-yl-phenyl)-ethylamino]-4-methyl-pentanoic acid), (S,S)-2-[1-Carboxy-2-(3,′5′-dichloro-biphenyl-3-yl)-ethylamino]-4-methyl-pentanoic acid, C(=O)(O)[C@H](CC=1C=C(C=CC1)C1=CC=C(C=C1)C)N[C@H](C(=O)O)CC(C)C ((S,S)-2-[1-Carboxy-2-(4′-methyl-biphenyl-3-yl)-ethylamino]-4-methyl-pentanoic acid), C(=O)(O)[C@H](CC1=CC(=CC=C1)C1=CSC=C1)N[C@H](C(=O)O)CC(C)C ((S,S)-2-[1-Carboxy-2-(3-thiophen-3-yl-phenyl)-ethylamino]-4-methyl-pentanoic acid), C(=O)(O)[C@H](CC1=CC=C(C=C1)C1=CC=C(C=C1)C)N[C@H](C(=O)O)CC(C)C ((S,S)-2-[1-Carboxy-2-(4′-methyl-biphenyl-4-yl)-ethylamino]-4-methyl-pentanoic acid), C(=O)(O)[C@H](CC1=CC=C(C=C1)C1=CC=C(C=C1)C(F)(F)F)N[C@H](C(=O)O)CC(C)C ((S,S)-2-[1-Carboxy-2-(4′-trifluoromethyl-biphenyl-4-yl)-ethylamino]-4-methyl-pentanoic acid), O1C(OC2=C1C=CC=C2)C2=CC=C(C=C2)C[C@@H](C(=O)O)N[C@H](C(=O)O)CC(C)C ((S,S)-2-[2-(4-Benzo[1,3]dioxol-2-yl-phenyl)-1-carboxy-ethylamino]-4-methyl-pentanoic acid), C(=O)(O)[C@H](CC=1C=C(C=CC1)C1=CC(=CC(=C1)OC)OC)N[C@H](C(=O)O)CC(C)C ((S,S)-2-[1-Carboxy-2-(3′,5′-dimethoxy-biphenyl-3-yl)-ethylamino]-4-methyl-pentanoic acid), C(=O)(O)[C@H](CC1=CC=C(C=C1)C1=CC=C(C=C1)F)N[C@H](C(=O)O)CC(C)C ((S,S)-[1-Carboxy-2-(4′-fluoro-biphenyl-4-yl)-ethylamino]-4-methyl-pentanoic acid), S1C2=C(C(=C1)C1=CC=C(C=C1)CC(C(=O)O)NC(C(=O)O)CC(C)C)C=CC=C2 (2-[2-(4-Benzo[b]thiophen-3-yl-phenyl)-1-carboxy-ethylamino]-4-methyl-pentanoic acid). Reaction SMILES: [C:1]([C@@H:4]([NH:20][C@@H](CC(C)C)C(O)=O)[CH2:5][C:6]1[CH:11]=[CH:10][C:9](C2C=C(Cl)C=C(Cl)C=2)=[CH:8][CH:7]=1)([OH:3])=[O:2].[C:29]([C@@H:32](N[C@@H](CC(C)C)C(O)=O)CC1C=CC(C2C=CC(C)=CC=2)=CC=1)(O)=O.C([C@@H](N[C@@H](CC(C)C)C(O)=O)CC1C=CC(C2C=CC(F)=CC=2)=CC=1)(O)=[O:57].C([C@@H](N[C@@H](CC(C)C)C(O)=O)CC1C=CC(C2C=CC(C(F)(F)F)=CC=2)=CC=1)(O)=O.O1C2C=CC=CC=2OC1C1C=CC(C[C@H](N[C@@H](CC(C)C)C(O)=O)C(O)=O)=CC=1.S1C=C(C2C=CC(CC(NC(CC(C)C)C(O)=O)C(O)=O)=CC=2)C2C=CC=CC1=2.C([C@@H](N[C@@H](CC(C)C)C(O)=O)CC1C=CC=C(C2C=CSC=2)C=1)(O)=O.C([C@@H](N[C@@H](CC(C)C)C(O)=O)CC1C=C(C2C=CC(C)=CC=2)C=CC=1)(O)=O.C([C@@H](N[C@@H](CC(C)C)C(O)=O)CC1C=CC=C(C2C3C(=CC=CC=3)C=CC=2)C=1)(O)=O.C([C@@H](N[C@@H](CC(C)C)C(O)=O)CC1C=C(C2C=C(OC)C=C(OC)C=2)C=CC=1)(O)=O>CC#N.CC#N.O.O>[CH2:29]([O:3][C:1](=[O:2])[C@@H:4]([NH2:20])[CH2:5][C:6]1[CH:7]=[CH:8][C:9]([OH:57])=[CH:10][CH:11]=1)[CH3:32] |f:11.12|. Reported procedure: The free base was obtained by neutralizing commercially available material with sodium bicarbonate and extracting with ethyl acetate (250 mL EtOAc per 1 g amino ester). (R,S)-2-Amino-3-(3-hydroxy-phenyl)-propionic acid methyl ester: The methyl ester was prepared from commercially available D,L-meta-tyrosine (10 g, 55 mmole) with thionyl chloride (8 mL, 110 mmole) in 276 mL MeOH (100%). The free base was obtained by neutralizing with sodium bicarbonate and extracting with ethyl acetate (250 mL Et... Solvent: CC#N.O (CH3CN H2O), CC#N (CH3CN), CC#N (CH3CN), CC#N (CH3CN), CC#N (CH3CN), CC#N (CH3CN), O (H2O), CC#N (CH3CN), CC#N (CH3CN), CC#N (CH3CN), CC#N (CH3CN), O (H2O), NH4OAc, CC#N (CH3CN), CC#N (CH3CN). The product is C(C)OC([C@H](CC1=CC=C(C=C1)O)N)=O ((S)-2-Amino-3-(4-hydroxy-phenyl)-propionic acid ethyl ester).